Dataset: the Open Reaction Database (ORD), a public repository of structured organic reaction records. Task: describe an organic reaction: reactants, conditions, products, and yield Reactants: C1CCOC1, O=C(Cl)c1ccc(C(F)(F)F)cc1, CC(N)(C#N)Cn1nc2c(Cl)cc(Cl)c(Cl)c2n1. The product is CC(C#N)(Cn1nc2c(Cl)cc(Cl)c(Cl)c2n1)NC(=O)c1ccc(C(F)(F)F)cc1. Reaction SMILES: [CH2:32]1[O:33][CH2:34][CH2:35][CH2:36]1.[F:1][C:2]([c:3]1[cH:4][cH:5][c:6]([C:7](=[O:8])[Cl:9])[cH:10][cH:11]1)([F:12])[F:13].[NH2:14][C:15]([C:16]#[N:17])([CH2:18][n:19]1[n:20][c:21]2[c:22]([n:23]1)[c:24]([Cl:30])[cH:25][c:26]([Cl:29])[c:27]2[Cl:28])[CH3:31]>>[F:1][C:2]([c:3]1[cH:4][cH:5][c:6]([C:7](=[O:8])[NH:14][C:15]([C:16]#[N:17])([CH2:18][n:19]2[n:20][c:21]3[c:22]([n:23]2)[c:24]([Cl:30])[cH:25][c:26]([Cl:29])[c:27]3[Cl:28])[CH3:31])[cH:10][cH:11]1)([F:12])[F:13]. Starting materials: N([C@@H](CCC(N)=O)C(=O)N[C@@H](CC(N)=O)C(=O)N[C@@H](CC1=CC=CC=C1)C(=O)OC)C(=O)OCC1=CC=CC=C1 (Z-Gln-Asn-Phe-OCH3), Cl (hydrogen chloride). Solvent: CO (methanol), O1CCOCC1 (dioxan), [C].[Pd] (palladium carbon). Product: N[C@@H](CCC(N)=O)C(=O)N[C@@H](CC(N)=O)C(=O)N[C@@H](CC1=CC=CC=C1)C(=O)OC.Cl (H-Gln-Asn-Phe-OCH3 hydrochloride). RXN SMILES: [NH:1](C(OCC1C=CC=CC=1)=O)[C@H:2]([C:8]([NH:10][C@H:11]([C:16]([NH:18][C@H:19]([C:27]([O:29][CH3:30])=[O:28])[CH2:20][C:21]1[CH:26]=[CH:25][CH:24]=[CH:23][CH:22]=1)=[O:17])[CH2:12][C:13](=[O:15])[NH2:14])=[O:9])[CH2:3][CH2:4][C:5](=[O:7])[NH2:6].[ClH:41]>CO.O1CCOCC1.[C].[Pd]>[NH2:1][C@H:2]([C:8]([NH:10][C@H:11]([C:16]([NH:18][C@H:19]([C:27]([O:29][CH3:30])=[O:28])[CH2:20][C:21]1[CH:26]=[CH:25][CH:24]=[CH:23][CH:22]=1)=[O:17])[CH2:12][C:13](=[O:15])[NH2:14])=[O:9])[CH2:3][CH2:4][C:5](=[O:7])[NH2:6].[ClH:41] |f:4.5,6.7|. Procedure: 14.1 g of Z-Gln-Asn-Phe-OCH3 are hydrogenated at 45° C. in 800 ml of methanol with the addition of 8.5 ml of 3N-hydrogen chloride in dioxan and 2.4 g of 10% palladium carbon. When the hydrogen uptake ceases, the batch is filtered and evaporated. The residue is processed without purification. Reactants: O=C1CCC(=O)N1Br, O=C(OOC(=O)c1ccccc1)c1ccccc1, Cc1ccc(-c2ccccc2)s1, ClC(Cl)(Cl)Cl. Yields the product BrCc1ccc(-c2ccccc2)s1. Reaction SMILES: [Br:13][N:14]1[C:15](=[O:16])[CH2:17][CH2:18][C:19]1=[O:20].[C:21]([O:22][O:23][C:24](=[O:25])[c:26]1[cH:27][cH:28][cH:29][cH:30][cH:31]1)(=[O:32])[c:33]1[cH:34][cH:35][cH:36][cH:37][cH:38]1.[CH3:1][c:2]1[s:3][c:4](-[c:7]2[cH:8][cH:9][cH:10][cH:11][cH:12]2)[cH:5][cH:6]1.[Cl:39][C:40]([Cl:41])([Cl:42])[Cl:43]>>[CH2:1]([c:2]1[s:3][c:4](-[c:7]2[cH:8][cH:9][cH:10][cH:11][cH:12]2)[cH:5][cH:6]1)[Br:13]. The reactants are BrCCCCOC=1C=CC2=C(SC=C2C2=CC=C(C=C2)F)C1 (6-(4-Bromo-butoxy)-3-(4-fluoro-phenyl)-benzo[b]thiophene), N(CCO)CCO (diethanolamine). The product is FC1=CC=C(C=C1)C=1C2=C(SC1)C=C(C=C2)OCCCCN(CCO)CCO (2-[{4-[3-(4-Fluoro-phenyl)-benzo[b]thiophen-6-yloxy]-butyl}-(2-hydroxy-ethyl)-amino]-ethanol). Reaction SMILES: Br[CH2:2][CH2:3][CH2:4][CH2:5][O:6][C:7]1[CH:8]=[CH:9][C:10]2[C:14]([C:15]3[CH:20]=[CH:19][C:18]([F:21])=[CH:17][CH:16]=3)=[CH:13][S:12][C:11]=2[CH:22]=1.[NH:23]([CH2:27][CH2:28][OH:29])[CH2:24][CH2:25][OH:26]>>[F:21][C:18]1[CH:19]=[CH:20][C:15]([C:14]2[C:10]3[CH:9]=[CH:8][C:7]([O:6][CH2:5][CH2:4][CH2:3][CH2:2][N:23]([CH2:27][CH2:28][OH:29])[CH2:24][CH2:25][OH:26])=[CH:22][C:11]=3[S:12][CH:13]=2)=[CH:16][CH:17]=1. Reported procedure: In analogy to example 3.1, 6-(4-Bromo-butoxy)-3-(4-fluoro-phenyl)-benzo[b]thiophene and diethanolamine were converted to yield 2-[{4-[3-(4-Fluoro-phenyl)-benzo[b]thiophen-6-yloxy]-butyl}-(2-hydroxy-ethyl)-amino]-ethanol as white semisolid, MS: 404 (MH+). Starting materials: FC1=C(C#N)C=C(C=C1)C(CC(=O)C1=C(C=CC=C1)OCC(C)C)=O (2-fluoro-5-(3-(2-isobutoxyphenyl)-3-oxopropanoyl)benzonitrile), NC(=O)N (urea), NC(=O)N (urea), Cl (HCl), Cl (HCl), C([O-])(O)=O.[Na+] (sodium bicarbonate). The solvent is O1CCOCC1 (dioxane), ClCCl (dichloromethane), O1CCOCC1 (dioxane). Conditions: temperature 115 celsius. Product: FC1=C(C#N)C=C(C=C1)C1=NC(NC(=C1)C1=C(C=CC=C1)OCC(C)C)=O (2-fluoro-5-(6-(2-isobutoxyphenyl)-2-oxo-1,2-dihydropyrimidin-4-yl)benzonitrile). Yield: 17.4%. As a reaction SMILES: [F:1][C:2]1[CH:9]=[CH:8][C:7]([C:10](=O)[CH2:11][C:12]([C:14]2[CH:19]=[CH:18][CH:17]=[CH:16][C:15]=2[O:20][CH2:21][CH:22]([CH3:24])[CH3:23])=O)=[CH:6][C:3]=1[C:4]#[N:5].[NH2:26][C:27]([NH2:29])=[O:28].Cl.C(=O)(O)[O-].[Na+]>O1CCOCC1.ClCCl>[F:1][C:2]1[CH:9]=[CH:8][C:7]([C:10]2[CH:11]=[C:12]([C:14]3[CH:19]=[CH:18][CH:17]=[CH:16][C:15]=3[O:20][CH2:21][CH:22]([CH3:24])[CH3:23])[NH:29][C:27](=[O:28])[N:26]=2)=[CH:6][C:3]=1[C:4]#[N:5] |f:3.4|. Reported procedure: To a sealed vessel were added 2-fluoro-5-(3-(2-isobutoxyphenyl)-3-oxopropanoyl)benzonitrile (5.9 g, 17.4 mmol), urea (10 g) and a solution of 4 N HCl in dioxane (80 mL). The reaction mixture was heated at 115° C. for 4 h then cooled. More urea (10 g) and 4 N HCl in dioxane (50 mL) were added to the vessel and the reaction was again heated to 115° C. for 4 h. Upon cooling, a precipitate formed and the reaction mixture was filtered in vacuo. The filtrate was determined by LC/MS to contain the desi...